This data is from the Open Reaction Database (ORD), a public repository of structured organic reaction records. The task is: describe an organic reaction: reactants, conditions, products, and yield The reactants are sodium ethylthiolate, C1(CCCC1)N1C(N(CC=2C1=NC(=NC2)NCCCCN(CC)CC)C2=C(C(=CC(=C2F)OC)OC)F)=O (1-Cyclopentyl-7-(4-diethylamino-butylamino)-3-(2,6-difluoro-3,5-dimethoxy-phenyl)-3,4-dihydro-1H-pyrimido[4,5-d]pyrimidin-2-one), Cl (hydrochloric acid), ClCCl (Dichloromethane), O (water), Cl (hydrochloric acid). Run in CN(C=O)C (dimethylformamide). Conditions: temperature 75 celsius, time 90 minute. Yields the product C1(CCCC1)N1C(N(CC=2C1=NC(=NC2)NCCCCN(CC)CC)C2=C(C(=CC(=C2F)OC)O)F)=O (1-Cyclopentyl-7-(4-diethylamino-butylamino)-3-(2,6-difluoro-3-hydroxy-5-methoxy phenyl)-3,4-dihydro-1H-pyrimido[4,5-d]pyrimidin-2-one). Reaction SMILES: [CH:1]1([N:6]2[C:11]3=[N:12][C:13]([NH:16][CH2:17][CH2:18][CH2:19][CH2:20][N:21]([CH2:24][CH3:25])[CH2:22][CH3:23])=[N:14][CH:15]=[C:10]3[CH2:9][N:8]([C:26]3[C:31]([F:32])=[C:30]([O:33]C)[CH:29]=[C:28]([O:35][CH3:36])[C:27]=3[F:37])[C:7]2=[O:38])[CH2:5][CH2:4][CH2:3][CH2:2]1.ClCCl.O.Cl>CN(C)C=O>[CH:1]1([N:6]2[C:11]3=[N:12][C:13]([NH:16][CH2:17][CH2:18][CH2:19][CH2:20][N:21]([CH2:22][CH3:23])[CH2:24][CH3:25])=[N:14][CH:15]=[C:10]3[CH2:9][N:8]([C:26]3[C:27]([F:37])=[C:28]([O:35][CH3:36])[CH:29]=[C:30]([OH:33])[C:31]=3[F:32])[C:7]2=[O:38])[CH2:5][CH2:4][CH2:3][CH2:2]1. Procedure: To a solution of sodium ethylthiolate [generated from sodium hydride (200 mg, 8.32 mmol) and ethanethiol (616 μL, 8.32 mmol) in dimethylformamide (20 mL)], 1-Cyclopentyl-7-(4-diethylamino-butylamino)-3-(2,6-difluoro-3,5-dimethoxy-phenyl)-3,4-dihydro-1H-pyrimido[4,5-d]pyrimidin-2-one in dimethylformamide (8 mL) was added. The resulting solution was then stirred at 75° C. for 90 minutes. The solvent was removed under reduced pressure to afford a light brown oil. Dichloromethane (100 mL) and water ... The reactants are Cl.N1=CC(=CC2=CC=CC=C12)NN (1-(quinolin-3-yl)hydrazine hydrochloride), CC(C(CC#N)=O)(C)C (4,4-dimethyl-3-oxo-pentanenitrile). Solvent: CCO (EtOH), Cl (HCl). Yields the product C(C)(C)(C)C1=NN(C(=C1)N)C=1C=NC2=CC=CC=C2C1 (3-t-butyl-1-(quinolin-3-yl)-1H-pyrazol-5-amine). Isolated yield 54.9%. Reaction SMILES: Cl.[N:2]1[C:11]2[C:6](=[CH:7][CH:8]=[CH:9][CH:10]=2)[CH:5]=[C:4]([NH:12][NH2:13])[CH:3]=1.[CH3:14][C:15]([CH3:22])([CH3:21])[C:16](=O)[CH2:17][C:18]#[N:19]>CCO.Cl>[C:15]([C:16]1[CH:17]=[C:18]([NH2:19])[N:12]([C:4]2[CH:3]=[N:2][C:11]3[C:6]([CH:5]=2)=[CH:7][CH:8]=[CH:9][CH:10]=3)[N:13]=1)([CH3:22])([CH3:21])[CH3:14] |f:0.1|. Reported procedure: A mixture of 1-(quinolin-3-yl)hydrazine hydrochloride (4 g, 20.5 mmol) and 4,4-dimethyl-3-oxo-pentanenitrile (3.6 g, 30 mol) in EtOH (50 mL) and conc. HCl (5 mL) was heated at reflux overnight. After removal of the solvent, the residue was purified by column chromatography to yield 3-t-butyl-1-(quinolin-3-yl)-1H-pyrazol-5-amine (3.0 g, 55% yield). 1H NMR (300 MHz, DMSO-d6): δ 9.16 (d, J=2.4 Hz, 1H), 8.44 (d, J=2.4 Hz, 1H), 8.03 (s, 1H), 8.00 (s, 1H), 7.72 (t, J=7.2 Hz, 1H), 7.64 (t, J=7.2 Hz, 1H... The reactants are CO (MeOH), O (water), [OH-].[Na+] (NaOH), FC1=CC2=C(N=C(S2)NC2=CC=C(C=C2)C2=CC(=C(C=C2)C(=O)OC)C)C=C1 (methyl 4′-[(6-fluoro-1,3-benzothiazol-2-yl)amino]-3-methylbiphenyl-4-carboxylate). Run in C1CCOC1 (THF). Conditions: temperature 50 celsius. Yields the product FC1=CC2=C(N=C(S2)NC2=CC=C(C=C2)C2=CC(=C(C=C2)C(=O)O)C)C=C1 (4′-[(6-fluoro-1,3-benzothiazol-2-yl)amino]-3-methylbiphenyl-4-carboxylic Acid). RXN SMILES: [F:1][C:2]1[CH:28]=[CH:27][C:5]2[N:6]=[C:7]([NH:9][C:10]3[CH:15]=[CH:14][C:13]([C:16]4[CH:21]=[CH:20][C:19]([C:22]([O:24]C)=[O:23])=[C:18]([CH3:26])[CH:17]=4)=[CH:12][CH:11]=3)[S:8][C:4]=2[CH:3]=1.CO.O.[OH-].[Na+]>C1COCC1>[F:1][C:2]1[CH:28]=[CH:27][C:5]2[N:6]=[C:7]([NH:9][C:10]3[CH:15]=[CH:14][C:13]([C:16]4[CH:21]=[CH:20][C:19]([C:22]([OH:24])=[O:23])=[C:18]([CH3:26])[CH:17]=4)=[CH:12][CH:11]=3)[S:8][C:4]=2[CH:3]=1 |f:3.4|. Procedure details: As shown in Reaction Scheme 7, methyl 4′-[(6-fluoro-1,3-benzothiazol-2-yl)amino]-3-methylbiphenyl-4-carboxylate (0.25 g, 0.65 mmol) was suspended in THF (5 mL), MeOH (5 mL) and water (2.5 mL), and NaOH (0.26 g, 6.5 mmol) was added. The reaction mixture was heated at 50° C. for 3 h. Upon cooling to rt, the reaction mixture was concentrated in vacuo, acidified with 2N HCl, and the resulting solid was collected by filtration. This yielded 0.25 g (quantitative) of the title compound. 1H NMR (400 MHz... Starting materials: BrC=1C=CC(=NC1)NCC1=CC=C(C=C1)C(F)(F)F ((5-bromo-pyridin-2-yl)-(4-trifluoromethyl-benzyl)-amine), ice water, C(C)(C)(C)[Li] (tert-butyllithium), CN(C=O)C (N,N-Dimethylformamide). Run in O1CCCC1 (tetrahydrofuran). Reaction conditions: temperature -78 celsius, time 90 minute. Product: FC(C1=CC=C(CNC2=CC=C(C=N2)C=O)C=C1)(F)F (6-(4-Trifluoromethyl-benzylamino)-pyridine-3-carbaldehyde). The yield is 56.0%. As a reaction SMILES: Br[C:2]1[CH:3]=[CH:4][C:5]([NH:8][CH2:9][C:10]2[CH:15]=[CH:14][C:13]([C:16]([F:19])([F:18])[F:17])=[CH:12][CH:11]=2)=[N:6][CH:7]=1.C([Li])(C)(C)C.CN(C)[CH:27]=[O:28]>O1CCCC1>[F:17][C:16]([F:19])([F:18])[C:13]1[CH:14]=[CH:15][C:10]([CH2:9][NH:8][C:5]2[N:6]=[CH:7][C:2]([CH:27]=[O:28])=[CH:3][CH:4]=2)=[CH:11][CH:12]=1. Procedure: To a solution of (5-bromo-pyridin-2-yl)-(4-trifluoromethyl-benzyl)-amine (17, 3.55 g, 0.0107 mol, commercially available, or prepared as described in Example 10) in tetrahydrofuran (150 mL) was added tert-butyllithium (13.2 mL, 1.70M in pentane, 0.0224 mol) slowly under an atmosphere of nitrogen at −78° C. over 10 minutes. The reaction mixture was stirred at −78° C. for 90 minutes. N,N-Dimethylformamide (2.2 mL, 0.028 mol) was added slowly into the reaction mixture. The reaction mixture was stir... Starting materials: example 1 ( b ), C(C)(C)OC1=C(C(=O)O)C=C(C=C1)S(=O)(=O)C (2-Isopropoxy-5-methanesulfonyl-benzoic acid), Cl.CS(=O)(=O)C1=CN=C(S1)N1CCNCC1 (1-(5-methanesulfonyl-thiazol-2-yl)-piperazine hydrochloride). The product is C(C)(C)OC1=C(C=C(C=C1)S(=O)(=O)C)C(=O)N1CCN(CC1)C=1SC(=CN1)S(=O)(=O)C ((2-Isopropoxy-5-methanesulfonyl-phenyl)-[4-(5-methanesulfonyl-thiazol-2-yl)-piperazin-1-yl]-methanone). The yield is 43.0%. Reaction SMILES: [CH:1]([O:4][C:5]1[CH:13]=[CH:12][C:11]([S:14]([CH3:17])(=[O:16])=[O:15])=[CH:10][C:6]=1[C:7]([OH:9])=O)([CH3:3])[CH3:2].Cl.[CH3:19][S:20]([C:23]1[S:27][C:26]([N:28]2[CH2:33][CH2:32][NH:31][CH2:30][CH2:29]2)=[N:25][CH:24]=1)(=[O:22])=[O:21]>>[CH:1]([O:4][C:5]1[CH:13]=[CH:12][C:11]([S:14]([CH3:17])(=[O:16])=[O:15])=[CH:10][C:6]=1[C:7]([N:31]1[CH2:32][CH2:33][N:28]([C:26]2[S:27][C:23]([S:20]([CH3:19])(=[O:22])=[O:21])=[CH:24][N:25]=2)[CH2:29][CH2:30]1)=[O:9])([CH3:2])[CH3:3] |f:1.2|. Procedure details: Prepared in analogy to example 1 (b) from 2-isopropoxy-5-methanesulfonyl-benzoic acid (Example A1) and 1-(5-methanesulfonyl-thiazol-2-yl)-piperazine hydrochloride. The crude material was purified by chromatography (SiO2, methanol/dichloromethane) to yield the title compound as a white crystalline solid (yield 43%). MS (m/e): 488.1 (M+H+, 100%), 505.0 (M+NH4+, 75%). Starting materials: NC=1N(C=C(C1C(N)=O)C1=CC=C(C=C1)[N+](=O)[O-])C(=O)OC(C)(C)C (tert-butyl 2-amino-3-carbamoyl-4-(4-nitrophenyl)-pyrrole-1-carboxylate), [H][H] (hydrogen). The reagents and catalysts are [Pd] (palladium on carbon). Solvent: CO (methanol). The product is NC=1N(C=C(C1C(N)=O)C1=CC=C(C=C1)N)C(=O)OC(C)(C)C (tert-butyl 2-amino-4-(4-aminophenyl)-3-carbamoylpyrrole-1-carboxylate). The yield is 105.4%. As a reaction SMILES: [NH2:1][C:2]1[N:3]([C:19]([O:21][C:22]([CH3:25])([CH3:24])[CH3:23])=[O:20])[CH:4]=[C:5]([C:10]2[CH:15]=[CH:14][C:13]([N+:16]([O-])=O)=[CH:12][CH:11]=2)[C:6]=1[C:7](=[O:9])[NH2:8].[H][H]>[Pd].CO>[NH2:1][C:2]1[N:3]([C:19]([O:21][C:22]([CH3:25])([CH3:24])[CH3:23])=[O:20])[CH:4]=[C:5]([C:10]2[CH:11]=[CH:12][C:13]([NH2:16])=[CH:14][CH:15]=2)[C:6]=1[C:7](=[O:9])[NH2:8]. Reported procedure: 0.075 g (0.216 mmol) of tert-butyl 2-amino-3-carbamoyl-4-(4-nitrophenyl)-pyrrole-1-carboxylate is added at a temperature in the region of 25° C. to a suspension of 0.008 g (0.0076 mmol) of 10% palladium on carbon in 12 cm3 of methanol. After hydrogenating for 17 hours in an autoclave under 3 bar of hydrogen, at a temperature in the region of 25° C., the reaction mixture is filtered, the catalyst is rinsed with three times 5 cm3 of methanol and then the filtrate is concentrated to dryness under r... The product is C(C)OC(=O)C=1C(N(C2=NC=C(C=C2C1N1CCN(CC1)C(=O)C=1OC=CC1)F)CC1=CC=CC=C1)=O (1-Benzyl-6-fluoro-4-[4-(furan-2-carbonyl)-piperazin-1-yl]-2-oxo-1,2-dihydro-[1,8]-naphthyridine-3-carboxylic acid ethyl ester). Reported procedure: This compound was prepared from 6-fluoro-4-[4-(furan-2-carbonyl)-piperazin-1-yl]-2-oxo-1,2-dihydro-[1,8]-naphthyridine-3-carboxylic acid ethyl ester (81) and benzyl bromide according to General Procedure B. Yield 391 mg (47%), MP 119° C.; 1H-NMR (DMSO-d6): δ 1.27 (t, J=7.2 Hz, 3H), 3.15 (m, 4H), 3.92 (m, 4H), 4.29 (q, J=7.2 Hz, 2H), 5.54 (s, 2H), 6.65 (dd, J=1.6, 3.2, Hz, 1H), 7.05 (d, J=3.6 Hz, 1H), 7.20 (m, 5H), 7.87 (d, J=3.2 Hz, 1H), 8.18 (dd, J=2.8, 8.8 Hz, 1H), 8.74 (d, J=2.8 Hz, 1H); EIMS... Starting materials: C(C)OC(=O)C=1C(NC2=NC=C(C=C2C1N1CCN(CC1)C(=O)C=1OC=CC1)F)=O (6-Fluoro-4-[4-(furan-2-carbonyl)-piperazin-1-yl]-2-oxo-1,2-dihydro-[1,8]-naphthyridine-3-carboxylic acid ethyl ester), C(C1=CC=CC=C1)Br (benzyl bromide). RXN SMILES: [CH2:1]([O:3][C:4]([C:6]1[C:7](=[O:30])[NH:8][C:9]2[C:14]([C:15]=1[N:16]1[CH2:21][CH2:20][N:19]([C:22]([C:24]3[O:25][CH:26]=[CH:27][CH:28]=3)=[O:23])[CH2:18][CH2:17]1)=[CH:13][C:12]([F:29])=[CH:11][N:10]=2)=[O:5])[CH3:2].[CH2:31](Br)[C:32]1[CH:37]=[CH:36][CH:35]=[CH:34][CH:33]=1>>[CH2:1]([O:3][C:4]([C:6]1[C:7](=[O:30])[N:8]([CH2:31][C:32]2[CH:37]=[CH:36][CH:35]=[CH:34][CH:33]=2)[C:9]2[C:14]([C:15]=1[N:16]1[CH2:21][CH2:20][N:19]([C:22]([C:24]3[O:25][CH:26]=[CH:27][CH:28]=3)=[O:23])[CH2:18][CH2:17]1)=[CH:13][C:12]([F:29])=[CH:11][N:10]=2)=[O:5])[CH3:2].